Task: describe an organic reaction: reactants, conditions, products, and yield. Dataset: the Open Reaction Database (ORD), a public repository of structured organic reaction records Starting materials: ClC1=CC(=C(C=C1)[N+](=O)[O-])OC (4-Chloro-2-methoxynitrobenzene). The reagents and catalysts are [Pt] (platinum on carbon). Solvent: CO (MeOH). Run at time 4 hour. The product is ClC1=CC(=C(N)C=C1)OC (4-chloro-2-methoxyaniline). Yield: 97.9%. As a reaction SMILES: [Cl:1][C:2]1[CH:7]=[CH:6][C:5]([N+:8]([O-])=O)=[C:4]([O:11][CH3:12])[CH:3]=1>CO.[Pt]>[Cl:1][C:2]1[CH:7]=[CH:6][C:5]([NH2:8])=[C:4]([O:11][CH3:12])[CH:3]=1. Procedure: 4-Chloro-2-methoxynitrobenzene (2.8 g, 14.9 mmol) was dissolved in MeOH (110 mL), then 5% platinum on carbon (0.61 g) was added and the reaction stirred under a H2 balloon for 4 hours. The reaction was then filtered through diatomaceous earth (Celite®) and concentrated under vacuum, giving the product (2.3 g, 100%) as syrup that slowly solidified. MS (DCI) m/e 158 & 160 (M+H)+; 1H NMR (300 MHz, DMSO-d6) δ 6.83 (d, J=2.4 Hz, 1H), 6.71 (dd, J=8.5, 2.4 Hz, 1H), 6.63 (d, J=8.5 Hz, 1H), 5.27 (v br s,... The reactants are CC(=O)O, Cl, CC(C)(C)OC(=O)Cc1cccc2nccnc12. Yields the product O=C(O)Cc1cccc2nccnc12. As a reaction SMILES: [C:20]([OH:21])(=[O:22])[CH3:23].[ClH:19].[n:1]1[cH:2][cH:3][n:4][c:5]2[c:6]([CH2:11][C:12](=[O:13])[O:14][C:15]([CH3:16])([CH3:17])[CH3:18])[cH:7][cH:8][cH:9][c:10]12>>[n:1]1[cH:2][cH:3][n:4][c:5]2[c:6]([CH2:11][C:12](=[O:13])[OH:14])[cH:7][cH:8][cH:9][c:10]12.